From a dataset of the Open Reaction Database (ORD), a public repository of structured organic reaction records. describe an organic reaction: reactants, conditions, products, and yield Reactants: BrC1=CC=C2C(=C1)NC(C21C(NC(CC1C1=CC(=CC=C1)Cl)=O)C1(CC1)C)=O.COC(C)[Si](C)(C)C (racemic (2′R,3R,4′S)-6-bromo-4′-(3-chlorophenyl)-2′-(1-methyl cyclopropyl)-2,3-dihydro-2,6′-dioxospiro[indole-3,3′-piperidine] 1-methoxyethyl trimethylsilane), BrCC(=O)N (2-bromo-acetamide), C(=O)([O-])[O-].[Cs+].[Cs+] (Cs2CO3). The solvent is CN(C)C=O (DMF). Conditions: temperature 50 celsius, time 1.5 hour. Product: NC(=O)CN1C(C2(C(CC1=O)C1=CC(=CC=C1)Cl)C(NC1=CC(=CC=C12)Br)=O)C1(CC1)C.COC(C)[Si](C)(C)C (racemic (2′R,3R,4′S)-1′-(aminocarbonyl-methyl)-6-bromo-4′-(3-chlorophenyl)-2′-(1-methyl cyclopropyl)-2,3-dihydro-2,6′-dioxospiro[indole-3,3′-piperidine] 1-methoxyethyl trimethylsilane). The yield is 6.8%. RXN SMILES: [Br:1][C:2]1[CH:7]=[C:6]2[NH:8][C:9](=[O:28])[C:10]3([CH:15]([C:16]4[CH:21]=[CH:20][CH:19]=[C:18]([Cl:22])[CH:17]=4)[CH2:14][C:13](=[O:23])[NH:12][CH:11]3[C:24]3([CH3:27])[CH2:26][CH2:25]3)[C:5]2=[CH:4][CH:3]=1.[CH3:29][O:30][CH:31]([Si:33]([CH3:36])([CH3:35])[CH3:34])[CH3:32].Br[CH2:38][C:39]([NH2:41])=[O:40].C([O-])([O-])=O.[Cs+].[Cs+]>CN(C=O)C>[NH2:41][C:39]([CH2:38][N:12]1[C:13](=[O:23])[CH2:14][CH:15]([C:16]2[CH:21]=[CH:20][CH:19]=[C:18]([Cl:22])[CH:17]=2)[C:10]2([C:5]3[C:6](=[CH:7][C:2]([Br:1])=[CH:3][CH:4]=3)[NH:8][C:9]2=[O:28])[CH:11]1[C:24]1([CH3:27])[CH2:25][CH2:26]1)=[O:40].[CH3:29][O:30][CH:31]([Si:33]([CH3:36])([CH3:35])[CH3:34])[CH3:32] |f:0.1,3.4.5,7.8|. Reported procedure: To a mixture of racemic (2′R,3R,4′S)-6-bromo-4′-(3-chlorophenyl)-2′-(1-methyl cyclopropyl)-2,3-dihydro-2,6′-dioxospiro[indole-3,3′-piperidine]-1-methoxyethyl trimethylsilane (800 mg, 1.36 mmol) and 2-bromo-acetamide (938 mg, 6.8 mmol) in DMF (1 mL) was added Cs2CO3 (4.4 g, 13.4 mmol). The mixture was stirred at 50° C. for 1.5 h, then purified by column chromatography to give title compound (60 mg, 6.8%). Reactants: BrC=1C=C(C=CC1)C1=NC(=CC(=N1)C1=CC=C(C=C1)Cl)C(F)(F)F (2-(3-bromo-phenyl)-4-(4-chloro-phenyl)-6-trifluoromethyl-pyrimidine), C(C)(C)(C)NS(=O)(=O)C=1SC(=CC1)B1OC(C(O1)(C)C)(C)C (N-tert-Butyl-5-(4,4,5,5-tetramethyl-1,3,2-dioxaborolan-2-yl)-thiophene-2-sulfonamide). The product is C(C)(C)(C)NS(=O)(=O)C=1SC(=CC1)C1=CC(=CC=C1)C1=NC(=CC(=N1)C1=CC=C(C=C1)Cl)C(F)(F)F (5-{3-[4-(4-Chloro-phenyl)-6-trifluoromethyl-pyrimidin-2-yl]-phenyl}-thiophene-2-sulfonic acid tert-butylamide), solid. Yield: 40.0%. RXN SMILES: Br[C:2]1[CH:3]=[C:4]([C:8]2[N:13]=[C:12]([C:14]3[CH:19]=[CH:18][C:17]([Cl:20])=[CH:16][CH:15]=3)[CH:11]=[C:10]([C:21]([F:24])([F:23])[F:22])[N:9]=2)[CH:5]=[CH:6][CH:7]=1.[C:25]([NH:29][S:30]([C:33]1[S:34][C:35](B2OC(C)(C)C(C)(C)O2)=[CH:36][CH:37]=1)(=[O:32])=[O:31])([CH3:28])([CH3:27])[CH3:26]>>[C:25]([NH:29][S:30]([C:33]1[S:34][C:35]([C:2]2[CH:7]=[CH:6][CH:5]=[C:4]([C:8]3[N:13]=[C:12]([C:14]4[CH:19]=[CH:18][C:17]([Cl:20])=[CH:16][CH:15]=4)[CH:11]=[C:10]([C:21]([F:23])([F:24])[F:22])[N:9]=3)[CH:3]=2)=[CH:36][CH:37]=1)(=[O:31])=[O:32])([CH3:28])([CH3:26])[CH3:27]. Procedure: The title compound was prepared from 2-(3-bromo-phenyl)-4-(4-chloro-phenyl)-6-trifluoromethyl-pyrimidine (example E.4) (0.414 g, 1.0 mmol) and N-tert-butyl-5-(4,4,5,5-tetramethyl-1,3,2-dioxaborolan-2-yl)-thiophene-2-sulfonamide (example F.1) (0.41 g, 1.2 mmol) according to the general procedure VI. Obtained as a white solid (0.22 g, 40%). MS (ISN) 550.2 [(M−H)−]; mp 197.5° C. Reactants: COC1=C(C=CC=C1)CCC1=C(C=CC=C1)O (2-[2-(2-methoxyphenyl)ethyl]phenol), CC(C)([O-])C.[K+] (potassium t-butoxide), Cl.ClCCC1N(CCC1)C (2-(2-chloroethyl)-1-methylpyrrolidine hydrochloride). Run in CC(=O)N(C)C (dimethylacetamide). The product is COC1=C(C=CC=C1)CCC1=C(OCCC2N(CCC2)C)C=CC=C1 (2-(2-{2-[2-(2-Methoxyphenyl)ethyl]phenoxy}ethyl)-1-methylpyrrolidine). Yield: 20.2%. As a reaction SMILES: [CH3:1][O:2][C:3]1[CH:8]=[CH:7][CH:6]=[CH:5][C:4]=1[CH2:9][CH2:10][C:11]1[CH:16]=[CH:15][CH:14]=[CH:13][C:12]=1[OH:17].CC(C)([O-])C.[K+].Cl.Cl[CH2:26][CH2:27][CH:28]1[CH2:32][CH2:31][CH2:30][N:29]1[CH3:33]>CC(N(C)C)=O>[CH3:1][O:2][C:3]1[CH:8]=[CH:7][CH:6]=[CH:5][C:4]=1[CH2:9][CH2:10][C:11]1[CH:16]=[CH:15][CH:14]=[CH:13][C:12]=1[O:17][CH2:26][CH2:27][CH:28]1[CH2:32][CH2:31][CH2:30][N:29]1[CH3:33] |f:1.2,3.4|. Procedure details: Following a procedure similar to that described in Example 35(a), 1.00 g of 2-[2-(2-methoxyphenyl)ethyl]phenol (prepared as described in Preparation 23), 1.47 g of potassium t-butoxide and 1.61 g of 2-(2-chloroethyl)-1-methylpyrrolidine hydrochloride were reacted in 10 ml of dimethylacetamide. The mixture was then worked up as described in Example 35(a), and the crude product thus obtained was purified by column chromatography through silica gel, using a 10:1 by volume mixture of methylene chlor... Reactants: C(OC1=CC=C(C=C1)S(=O)(=O)N1[C@H](C(NC2=CC=C(C=C12)F)=O)CC)([O-])=O (4-{[(2S)-2-ethyl-7-fluoro-3-oxo-3,4-dihydroquinoxalin-1 (2H)-yl]sulfonyl}phenyl carbonate), C(C=C)Br (allyl bromide), C(C)[C@H]1C(N(C2=CC=C(C=C2N1S(=O)(=O)C1=CC=C(C=C1)O)F)CCC)=O ((3S)-3-ethyl-6-fluoro-4-[(4-hydroxyphenyl)sulfonyl]-1-propyl-3,4-dihydroquinoxalin-2(1H)-one). Product: C(C=C)N1C([C@@H](N(C2=CC(=CC=C12)F)S(=O)(=O)C1=CC=C(C=C1)O)CC)=O ((3S)-1-allyl-3-ethyl-6-fluoro-4-[(4-hydroxyphenyl)sulfonyl]-3,4-dihydroquinoxalin-2(1H)-one). As a reaction SMILES: C(=O)([O-])OC1C=CC(S(N2C3C(=CC=C(F)C=3)NC(=O)[C@@H]2CC)(=O)=O)=CC=1.C(Br)C=C.[CH2:32]([C@@H:34]1[N:43]([S:44]([C:47]2[CH:52]=[CH:51][C:50]([OH:53])=[CH:49][CH:48]=2)(=[O:46])=[O:45])[C:42]2[C:37](=[CH:38][CH:39]=[C:40]([F:54])[CH:41]=2)[N:36]([CH2:55][CH2:56][CH3:57])[C:35]1=[O:58])[CH3:33]>>[CH2:55]([N:36]1[C:37]2[C:42](=[CH:41][C:40]([F:54])=[CH:39][CH:38]=2)[N:43]([S:44]([C:47]2[CH:52]=[CH:51][C:50]([OH:53])=[CH:49][CH:48]=2)(=[O:46])=[O:45])[C@@H:34]([CH2:32][CH3:33])[C:35]1=[O:58])[CH:56]=[CH2:57]. Procedure: 4-{[(2S)-2-ethyl-7-fluoro-3-oxo-3,4-dihydroquinoxalin-1 (2H)-yl]sulfonyl}phenyl carbonate (see Example 20) was treated with allyl bromide according to the procedure for the preparation of (3S)-3-ethyl-6-fluoro-4-[(4-hydroxyphenyl)sulfonyl]-1-propyl-3,4-dihydroquinoxalin-2(1H)-one (see Example 20) to yield (3S)-1-allyl-3-ethyl-6-fluoro-4-[(4-hydroxyphenyl)sulfonyl]-3,4-dihydroquinoxalin-2(1H)-one. [α]D25=−20° (c=0.005 G/ML, DMSO); MS (ESI) m/z 391 ([M+H]+); MS (ESI) m/z 389 ([M−H]−); Anal. Calcd ... Reactants: Br[Mg]c1ccccc1, C1CCOC1, COc1ccc2ccccc2c1C(=O)O, Cl, O. The product is O=C(O)c1c(-c2ccccc2)ccc2ccccc12. As a reaction SMILES: [Br:1][Mg:2][c:3]1[cH:4][cH:5][cH:6][cH:7][cH:8]1.[CH2:26]1[O:27][CH2:28][CH2:29][CH2:30]1.[CH3:9][O:10][c:11]1[c:12]([C:21](=[O:22])[OH:23])[c:13]2[cH:14][cH:15][cH:16][cH:17][c:18]2[cH:19][cH:20]1.[ClH:25].[OH2:24]>>[c:3]1(-[c:11]2[c:12]([C:21](=[O:22])[OH:23])[c:13]3[cH:14][cH:15][cH:16][cH:17][c:18]3[cH:19][cH:20]2)[cH:4][cH:5][cH:6][cH:7][cH:8]1.